From a dataset of the Open Reaction Database (ORD), a public repository of structured organic reaction records. describe an organic reaction: reactants, conditions, products, and yield Starting materials: CCNP(=O)(NCC)N1CCCC(NC(=O)OCc2ccccc2)C1=O, CO, [Pd]. Product: CCNP(=O)(NCC)N1CCCC(N)C1=O. Reaction SMILES: [CH2:1]([O:2][C:3](=[O:4])[NH:11][CH:12]1[C:13](=[O:26])[N:14]([P:18](=[O:19])([NH:20][CH2:21][CH3:22])[NH:23][CH2:24][CH3:25])[CH2:15][CH2:16][CH2:17]1)[c:5]1[cH:6][cH:7][cH:8][cH:9][cH:10]1.[CH3:27][OH:28].[Pd:29]>>[NH2:11][CH:12]1[C:13](=[O:26])[N:14]([P:18](=[O:19])([NH:20][CH2:21][CH3:22])[NH:23][CH2:24][CH3:25])[CH2:15][CH2:16][CH2:17]1. The reactants are C1CCOC1, CON(C)C(=O)c1cccc(N(C)C)c1, Cn1cnnn1, CC(C)[Mg+], [Cl-], Cl, O. The product is CN(C)c1cccc(C(=O)c2nnnn2C)c1. As a reaction SMILES: [CH2:28]1[O:29][CH2:30][CH2:31][CH2:32]1.[CH3:12][N:13]([c:14]1[cH:15][c:16]([C:17](=[O:18])[N:19]([O:20][CH3:21])[CH3:22])[cH:23][cH:24][cH:25]1)[CH3:26].[CH3:1][n:2]1[n:3][n:4][n:5][cH:6]1.[CH:8]([Mg+:9])([CH3:10])[CH3:11].[Cl-:7].[ClH:27].[OH2:33]>>[CH3:1][n:2]1[n:3][n:4][n:5][c:6]1[C:17]([c:16]1[cH:15][c:14]([N:13]([CH3:12])[CH3:26])[cH:25][cH:24][cH:23]1)=[O:18]. Reactants: S(=O)(Cl)Cl (thionyl chloride), BrC=1C=C(/C=C/C(=O)O)C=CC1 (Trans m-bromocinnamic acid), S(=O)(Cl)Cl (thionyl chloride). The solvent is C1=CC=CC=C1 (benzene), C1=CC=CC=C1 (benzene). Yields the product BrC=1C=C(/C=C/C(=O)Cl)C=CC1 (trans 3-bromocinnamoyl chloride). Yield: 99.8%. As a reaction SMILES: [Br:1][C:2]1[CH:3]=[C:4]([CH:10]=[CH:11][CH:12]=1)/[CH:5]=[CH:6]/[C:7](O)=[O:8].S(Cl)([Cl:15])=O>C1C=CC=CC=1>[Br:1][C:2]1[CH:3]=[C:4]([CH:10]=[CH:11][CH:12]=1)/[CH:5]=[CH:6]/[C:7]([Cl:15])=[O:8]. Procedure: Trans m-bromocinnamic acid (11.4 g) in dry benzene (75 ml) was heated to reflux and then a mixture of thionyl chloride (12 g) in dry benzene (50 ml) was added at such a rate as to maintain constant reflux. The reaction mixture was heated at reflux for an additional 2 hr after the addition of thionyl chloride. The solvent and excess thionyl chloride were then removed under reduced pressure to give trans 3-bromocinnamoyl chloride (ca. 12.3 g). A solution of the 3-bromocinnamoyl chloride in toluene... The reactants are COc1ccc(C(NC(=O)OC(C)(C)C)C(=O)N2C(=O)OCC2Cc2ccccc2)cc1C, [Li+], [OH-], O, O, OO. Product: COc1ccc(C(NC(=O)OC(C)(C)C)C(=O)O)cc1C. RXN SMILES: [C:1]([CH3:2])([CH3:3])([CH3:4])[O:5][C:6]([NH:7][CH:8]([C:9](=[O:10])[N:11]1[CH:12]([CH2:13][c:14]2[cH:15][cH:16][cH:17][cH:18][cH:19]2)[CH2:20][O:21][C:22]1=[O:23])[c:24]1[cH:25][c:26]([CH3:32])[c:27]([O:30][CH3:31])[cH:28][cH:29]1)=[O:33].[Li+:38].[OH-:37].[OH2:36].[OH2:39].[OH:34][OH:35]>>[C:1]([CH3:2])([CH3:3])([CH3:4])[O:5][C:6]([NH:7][CH:8]([C:9]([OH:10])=[O:34])[c:24]1[cH:25][c:26]([CH3:32])[c:27]([O:30][CH3:31])[cH:28][cH:29]1)=[O:33]. Starting materials: C(C)OC=1C=C(C=CC1OCC)C=1SC=C(N1)C=O (2-(3,4-diethoxyphenyl)-4-formylthiazole), [Cl-].[NH4+] (ammonium chloride), Grignard reagent, BrC1=CC(=C(C=C1)OC)OC (1-bromo-3,4-dimethoxybenzene). Run in O1CCCC1 (tetrahydrofuran), O1CCCC1 (tetrahydrofuran). The product is C(C)OC=1C=C(C=CC1OCC)C=1SC=C(N1)C(C1=CC(=C(C=C1)OC)OC)O (2-(3,4-diethoxyphenyl)-4-[1-hydroxy-1-(3,4-dimethoxyphenyl)methyl]thiazole). Isolated yield 48.9%. RXN SMILES: Br[C:2]1[CH:7]=[CH:6][C:5]([O:8][CH3:9])=[C:4]([O:10][CH3:11])[CH:3]=1.[CH2:12]([O:14][C:15]1[CH:16]=[C:17]([C:24]2[S:25][CH:26]=[C:27]([CH:29]=[O:30])[N:28]=2)[CH:18]=[CH:19][C:20]=1[O:21][CH2:22][CH3:23])[CH3:13].[Cl-].[NH4+]>O1CCCC1>[CH2:12]([O:14][C:15]1[CH:16]=[C:17]([C:24]2[S:25][CH:26]=[C:27]([CH:29]([OH:30])[C:2]3[CH:7]=[CH:6][C:5]([O:8][CH3:9])=[C:4]([O:10][CH3:11])[CH:3]=3)[N:28]=2)[CH:18]=[CH:19][C:20]=1[O:21][CH2:22][CH3:23])[CH3:13] |f:2.3|. Procedure details: 60 ml of a tetrahydrofuran solution of a Grignard reagent prepared from 2.4 g of 1-bromo-3,4-dimethoxybenzene was stirred with ice-cooling. Thereto was added 20 ml of a tetrahydrofuran solution of 3 g of 2-(3,4-diethoxyphenyl)-4-formylthiazole. The mixture was stirred at the same temperature for 1 hour and at room temperature for 3 hours. 10 ml of a saturated aqueous ammonium chloride solution was added. The solvent was removed by distillation. The residue was extracted with 100 ml of chloroform... Reaction conditions: time 4 hour. Starting materials: B.O1CCCC1 (borane tetrahydrofuran), OO (hydrogen peroxide), C1(CC1)C=CC1CC1 (Dicyclopropyl ethylene), [Cl-].[Na+] (sodium chloride), [OH-].[Na+] (sodium hydroxide). Procedure details: Dicyclopropyl ethylene (19 g, 0.176 mole) was dissolved in dry tetrahydrofuran (100 ml) in a three-neck flask under nitrogen and treated with borane-tetrahydrofuran in tetrahydrofuran (1M, 210 ml). The mixture was stirred at room temperature for 4 hours before adding cautiously (foaming occurs) 3N sodium hydroxide (60 ml). After addition was complete, aqueous hydrogen peroxide (30%, 60 ml) was added dropwise at a rate sufficient to maintain reflux. When addition was complete, the mixture was ref... The solvent is O1CCCC1 (tetrahydrofuran), O1CCCC1 (tetrahydrofuran). Product: C1(CC1)C(CO)C1CC1 (2,2-dicyclopropylethanol). Reaction SMILES: [CH:1]1([CH:4]=[CH:5][CH:6]2[CH2:8][CH2:7]2)[CH2:3]C1.B.[O:10]1CCC[CH2:11]1.[OH-].[Na+].OO.[Cl-].[Na+]>O1CCCC1>[CH:6]1([CH:5]([CH:4]2[CH2:1][CH2:3]2)[CH2:11][OH:10])[CH2:7][CH2:8]1 |f:1.2,3.4,6.7|. The reactants are N(N)C1=NC2=C(N1)C=CC(=C2)C (2-hydrazino-5-methyl-1H-benzimidazole), C(C)(=O)C(C(=O)OCC)CC1=CC(=C(C=C1)Cl)Cl (ethyl 2-acetyl-3-(3,4-dichlorophenyl)propanoate). Product: ClC=1C=C(C=CC1Cl)CC=1C(=NN(C1O)C1=NC2=C(N1)C=CC(=C2)C)C (4-[(3,4-dichlorophenyl)methyl]-3-methyl-1-(5-methyl-1H-benzimidazol-2-yl)-1H-pyrazol-5-ol). As a reaction SMILES: [NH:1]([C:3]1[NH:7][C:6]2[CH:8]=[CH:9][C:10]([CH3:12])=[CH:11][C:5]=2[N:4]=1)[NH2:2].[C:13]([CH:16]([CH2:22][C:23]1[CH:28]=[CH:27][C:26]([Cl:29])=[C:25]([Cl:30])[CH:24]=1)[C:17](OCC)=[O:18])(=O)[CH3:14]>>[Cl:30][C:25]1[CH:24]=[C:23]([CH2:22][C:16]2[C:13]([CH3:14])=[N:2][N:1]([C:3]3[NH:7][C:6]4[CH:8]=[CH:9][C:10]([CH3:12])=[CH:11][C:5]=4[N:4]=3)[C:17]=2[OH:18])[CH:28]=[CH:27][C:26]=1[Cl:29]. Procedure details: Using 2-hydrazino-5-methyl-1H-benzimidazole (4) obtained in Example 1, step 3 and ethyl 2-acetyl-3-(3,4-dichlorophenyl)propanoate (35), and by a method similar to that in Example 1, step 4, 4-[(3,4-dichlorophenyl)methyl]-3-methyl-1-(5-methyl-1H-benzimidazol-2-yl)-1H-pyrazol-5-ol (36) was obtained. The reactants are C(C)(C)(C)OC(=O)N1CC(C(C1)O)N1CCCC1 (4′-hydroxy-[1,3′]bipyrrolidinyl-1′-carboxylic acid tert-butyl ester), FC(C(=O)O)(F)F (trifluoroacetic acid). Solvent: ClCCl (dichloromethane). Run at temperature 0 celsius. Product: N1(CCCC1)[C@@H]1CNC[C@H]1O ((±)-trans-[1,3′]Bipyrrolidinyl-4′-ol). The yield is 100.5%. RXN SMILES: C(OC([N:8]1[CH2:12][CH:11]([OH:13])[CH:10]([N:14]2[CH2:18][CH2:17][CH2:16][CH2:15]2)[CH2:9]1)=O)(C)(C)C.FC(F)(F)C(O)=O>ClCCl>[N:14]1([C@H:10]2[C@H:11]([OH:13])[CH2:12][NH:8][CH2:9]2)[CH2:15][CH2:16][CH2:17][CH2:18]1. Procedure details: Dissolve 4′-hydroxy-[1,3′]bipyrrolidinyl-1′-carboxylic acid tert-butyl ester (751 mg, 2.93 mmol) in dichloromethane (13 mL) and cool the mixture to 0° C. Add trifluoroacetic acid (2.5 mL, 33.1 mmol) and warm the mixture to room temperature for one hour. Remove the volatiles via reduced pressure and then purify by applying to two 10 g SCX cartridges. Wash the material with methanol then elute the material with 2N ammonia in methanol to give 460 mg (99%) of the title compound as a clear oil. 1H NM... Starting materials: CC1C(=O)N2C(CCN3CCC4(CC4)C(O)C3)COC2CN1C(=O)OCc1ccccc1, CCO, [Pd]. The product is CC1NCC2OCC(CCN3CCC4(CC4)C(O)C3)N2C1=O. As a reaction SMILES: [CH2:1]([O:2][C:3](=[O:4])[N:11]1[CH2:12][CH:13]2[N:14]([C:15](=[O:18])[CH:16]1[CH3:17])[CH:19]([CH2:22][CH2:23][N:24]1[CH2:25][CH:26]([OH:32])[C:27]3([CH2:28][CH2:29]3)[CH2:30][CH2:31]1)[CH2:20][O:21]2)[c:5]1[cH:6][cH:7][cH:8][cH:9][cH:10]1.[CH3:33][CH2:34][OH:35].[Pd:36]>>[NH:11]1[CH2:12][CH:13]2[N:14]([C:15](=[O:18])[CH:16]1[CH3:17])[CH:19]([CH2:22][CH2:23][N:24]1[CH2:25][CH:26]([OH:32])[C:27]3([CH2:28][CH2:29]3)[CH2:30][CH2:31]1)[CH2:20][O:21]2. Starting materials: C#CCN, CC#N, CSC(=C[N+](=O)[O-])NCCSCc1csc(NC(=N)N)n1. Yields the product C#CCNC(=C[N+](=O)[O-])NCCSCc1csc(NC(=N)N)n1. RXN SMILES: [CH2:22]([C:23]#[CH:24])[NH2:25].[CH3:26][C:27]#[N:28].[N+:1](=[O:2])([O-:3])[CH:4]=[C:5]([NH:6][CH2:7][CH2:8][S:9][CH2:10][c:11]1[n:12][c:13]([NH:16][C:17](=[NH:18])[NH2:19])[s:14][cH:15]1)[S:20][CH3:21]>>[N+:1](=[O:2])([O-:3])[CH:4]=[C:5]([NH:6][CH2:7][CH2:8][S:9][CH2:10][c:11]1[n:12][c:13]([NH:16][C:17](=[NH:18])[NH2:19])[s:14][cH:15]1)[NH:25][CH2:22][C:23]#[CH:24].